This data is from the Open Reaction Database (ORD), a public repository of structured organic reaction records. The task is: describe an organic reaction: reactants, conditions, products, and yield Starting materials: Br, CC(=O)N(CCCCCCBr)c1ccc(-c2cc(=O)c3c(N)c(F)cc(F)c3o2)cc1F, C1COCCO1, O. Product: Nc1c(F)cc(F)c2oc(-c3ccc(NCCCCCCBr)c(F)c3)cc(=O)c12. Reaction SMILES: [BrH:33].[C:1](=[O:2])([CH3:3])[N:4]([CH2:5][CH2:6][CH2:7][CH2:8][CH2:9][CH2:10][Br:11])[c:12]1[c:13]([F:32])[cH:14][c:15](-[c:18]2[o:19][c:20]3[c:21]([c:22](=[O:24])[cH:23]2)[c:25]([NH2:31])[c:26]([F:30])[cH:27][c:28]3[F:29])[cH:16][cH:17]1.[O:35]1[CH2:36][CH2:37][O:38][CH2:39][CH2:40]1.[OH2:34]>>[NH:4]([CH2:5][CH2:6][CH2:7][CH2:8][CH2:9][CH2:10][Br:11])[c:12]1[c:13]([F:32])[cH:14][c:15](-[c:18]2[o:19][c:20]3[c:21]([c:22](=[O:24])[cH:23]2)[c:25]([NH2:31])[c:26]([F:30])[cH:27][c:28]3[F:29])[cH:16][cH:17]1. Reactants: CCO, NCCNC(=O)C(CCCCCCOC1CCCCO1)C(=O)NCCN, [NH4+], [OH-], O, Cc1ccc(S(=O)(=O)O)cc1. Product: NCCNC(=O)C(CCCCCCO)C(=O)NCCN. RXN SMILES: [CH3:41][CH2:42][OH:43].[NH2:1][CH2:2][CH2:3][NH:4][C:5]([CH:6]([C:7](=[O:8])[NH:9][CH2:10][CH2:11][NH2:12])[CH2:13][CH2:14][CH2:15][CH2:16][CH2:17][CH2:18][O:19][CH:20]1[CH2:21][CH2:22][CH2:23][CH2:24][O:25]1)=[O:26].[NH4+:39].[OH-:40].[OH2:27].[c:28]1([CH3:29])[cH:30][cH:31][c:32]([S:33]([OH:34])(=[O:35])=[O:36])[cH:37][cH:38]1>>[NH2:1][CH2:2][CH2:3][NH:4][C:5]([CH:6]([C:7](=[O:8])[NH:9][CH2:10][CH2:11][NH2:12])[CH2:13][CH2:14][CH2:15][CH2:16][CH2:17][CH2:18][OH:19])=[O:26]. Reactants: TEA, C(C)(C)(C)OC(CSC1=NC2=C(N1)C=C(C(=C2)I)Cl)=O ((6-chloro-5-iodo-1H-benzoimidazol-2-ylsulfanyl)-acetic acid tert-butyl ester), C(C)(C)(C)OC(CSC1=NC2=C(N1)C=C(C(=C2)I)Cl)=O ((6-chloro-5-iodo-1H-benzoimidazol-2-ylsulfanyl)-acetic acid tert-butyl ester), C(#C)C1=CC=C(C=C1)OC1=CC=CC=C1 (1-ethynyl-4-phenoxy-benzene), Thiol. Reagents/catalysts: [Cu](I)I (copper iodide), Cl[Pd]([P](C1=CC=CC=C1)(C2=CC=CC=C2)C3=CC=CC=C3)([P](C4=CC=CC=C4)(C5=CC=CC=C5)C6=CC=CC=C6)Cl (Pd(PPh3)2Cl2). The solvent is CO.CCOC(=O)C (MeOH EtOAc), CN(C)C=O (DMF), CN(C)C=O (DMF). Conditions: temperature 120 celsius. The product is C(C)(C)(C)OC(CSC1=NC2=C(N1)C=C(C(=C2)C#CC2=CC=C(C=C2)OC2=CC=CC=C2)Cl)=O ([6-Chloro-5-(4-phenoxy-phenylethynyl)-1H-benzoimidazol-2-ylsulfanyl]-acetic acid tert-butyl ester). Reaction SMILES: [C:1]([O:5][C:6](=[O:20])[CH2:7][S:8][C:9]1[NH:13][C:12]2[CH:14]=[C:15]([Cl:19])[C:16](I)=[CH:17][C:11]=2[N:10]=1)([CH3:4])([CH3:3])[CH3:2].[C:21]([C:23]1[CH:28]=[CH:27][C:26]([O:29][C:30]2[CH:35]=[CH:34][CH:33]=[CH:32][CH:31]=2)=[CH:25][CH:24]=1)#[CH:22]>CN(C=O)C.CO.CCOC(C)=O.[Cu](I)I.Cl[Pd](Cl)([P](C1C=CC=CC=1)(C1C=CC=CC=1)C1C=CC=CC=1)[P](C1C=CC=CC=1)(C1C=CC=CC=1)C1C=CC=CC=1>[C:1]([O:5][C:6](=[O:20])[CH2:7][S:8][C:9]1[NH:13][C:12]2[CH:14]=[C:15]([Cl:19])[C:16]([C:22]#[C:21][C:23]3[CH:28]=[CH:27][C:26]([O:29][C:30]4[CH:35]=[CH:34][CH:33]=[CH:32][CH:31]=4)=[CH:25][CH:24]=3)=[CH:17][C:11]=2[N:10]=1)([CH3:4])([CH3:3])[CH3:2] |f:3.4,^1:54,73|. Reported procedure: A 2 mL Biotage™ microwave vial equipped with a stirring bar was charged with copper iodide (1.1 mg, 10 mol %), and Pd(PPh3)2Cl2 (2.1 mg, 5 mol %). A solution of (6-chloro-5-iodo-1H-benzoimidazol-2-ylsulfanyl)-acetic acid tert-butyl ester (Intermediate 4, 25.0 mg, 0.059 mmol) in DMF (0.5 mL) was added to the vial, followed by a solution of 1-ethynyl-4-phenoxy-benzene (15.0 mg, 0.118 mmol) in DMF (250 uL) and TEA (57 uL, 0.41 mmol). The resulting suspension was heated in a microwave synthesizer (B... Reactants: O=C([O-])[O-], ClCCl, CC1=COC2(CCCO2)CC1, O=C(OO)c1cccc(Cl)c1, [K+], [K+]. The product is CC1(C=O)CCC2(CCCO2)O1. Reaction SMILES: [C:23](=[O:24])([O-:25])[O-:26].[CH2:29]([Cl:30])[Cl:31].[CH3:12][C:13]1=[CH:14][O:15][C:16]2([CH2:17][CH2:18][CH2:19][O:20]2)[CH2:21][CH2:22]1.[Cl:1][c:2]1[cH:3][cH:4][cH:5][c:6]([C:7]([O:8][OH:10])=[O:9])[cH:11]1.[K+:27].[K+:28]>>[O:9]=[CH:14][C:13]1([CH3:12])[O:15][C:16]2([CH2:17][CH2:18][CH2:19][O:20]2)[CH2:21][CH2:22]1. Starting materials: S1(=O)(=O)NC(=O)C2=CC=CC=C12.[Na] (sodium saccharin), ClCC(=O)NC1=CC=CC=C1 (N-chloroacetylaniline), ice water. Run in CN(C=O)C (dimethylformamide). Conditions: time 16 hour. Yields the product C1(=CC=CC=C1)NC(=O)CN1S(=O)(=O)C2=CC=CC=C2C1=O (2-[(N-Phenylcarbamoyl)methyl]saccharin). The yield is 62.9%. As a reaction SMILES: [S:1]1([C:12]2[C:7](=[CH:8][CH:9]=[CH:10][CH:11]=2)[C:5](=[O:6])[NH:4]1)(=[O:3])=[O:2].[Na].Cl[CH2:15][C:16]([NH:18][C:19]1[CH:24]=[CH:23][CH:22]=[CH:21][CH:20]=1)=[O:17]>CN(C)C=O>[C:19]1([NH:18][C:16]([CH2:15][N:4]2[C:5](=[O:6])[C:7]3[C:12](=[CH:11][CH:10]=[CH:9][CH:8]=3)[S:1]2(=[O:2])=[O:3])=[O:17])[CH:24]=[CH:23][CH:22]=[CH:21][CH:20]=1 |f:0.1,^1:12|. Procedure details: A solution of 22.6g (0.11 mole) of sodium saccharin and 16.7g (0.1 mole) of N-chloroacetylaniline in 150ml of dimethylformamide is heated on a steam bath for one hour, allowed to stir at room temperature for 16 hrs. and poured into ice-water. The resulting precipitate is collected and dissolved in dichloromethane. This solution is dried over magnesium sulfate, and the solvent is evaporated. The residue is recrystallized from methanol to give 19.9g of product, mp. 180°-182° C. EXAMPLE 2 ##STR5## Reactants: C(C)(C)(C)OC(=O)N1CCC2=C(CC1)C(=C(C=C2)Cl)CS (3-tert-butoxycarbonyl-7-chloro-6-mercaptomethyl-2,3,4,5-tetrahydro-1H-benzo[d]azepine), BrC1=CC=C(C=C1)C=1N=C(SC1)NCC1CC1 (N-[4-(4-bromo-phenyl)-thiazol-2-yl]-cyclopropylmethylamine), CC1(C2=C(C(=CC=C2)P(C3=CC=CC=C3)C4=CC=CC=C4)OC5=C(C=CC=C51)P(C6=CC=CC=C6)C7=CC=CC=C7)C (Xantphos), C(C)(C)N(CC)C(C)C (diisopropylethylamine). Reaction SMILES: [C:1]([O:5][C:6]([N:8]1[CH2:14][CH2:13][C:12]2[C:15]([CH2:20][SH:21])=[C:16]([Cl:19])[CH:17]=[CH:18][C:11]=2[CH2:10][CH2:9]1)=[O:7])([CH3:4])([CH3:3])[CH3:2].Br[C:23]1[CH:28]=[CH:27][C:26]([C:29]2[N:30]=[C:31]([NH:34][CH2:35][CH:36]3[CH2:38][CH2:37]3)[S:32][CH:33]=2)=[CH:25][CH:24]=1.CC1(C)C2C(=C(P(C3C=CC=CC=3)C3C=CC=CC=3)C=CC=2)OC2C(P(C3C=CC=CC=3)C3C=CC=CC=3)=CC=CC1=2.C(N(C(C)C)CC)(C)C>O1CCOCC1.C1C=CC(/C=C/C(/C=C/C2C=CC=CC=2)=O)=CC=1.C1C=CC(/C=C/C(/C=C/C2C=CC=CC=2)=O)=CC=1.C1C=CC(/C=C/C(/C=C/C2C=CC=CC=2)=O)=CC=1.[Pd].[Pd]>[C:1]([O:5][C:6]([N:8]1[CH2:14][CH2:13][C:12]2[C:15]([CH2:20][S:21][C:23]3[CH:24]=[CH:25][C:26]([C:29]4[N:30]=[C:31]([NH:34][CH2:35][CH:36]5[CH2:37][CH2:38]5)[S:32][CH:33]=4)=[CH:27][CH:28]=3)=[C:16]([Cl:19])[CH:17]=[CH:18][C:11]=2[CH2:10][CH2:9]1)=[O:7])([CH3:4])([CH3:2])[CH3:3] |f:5.6.7.8.9|. Procedure details: To a solution of 3-tert-butoxycarbonyl-7-chloro-6-mercaptomethyl-2,3,4,5-tetrahydro-1H-benzo[d]azepine (0.051 g, 0.155 mmol) in dry dioxane (0.7 mL) add N-[4-(4-bromo-phenyl)-thiazol-2-yl]-cyclopropylmethylamine (0.043 g, 0.14 mmol), tris(dibenzylideneacetone)dipalladium(0) (3.2 mg, 0.0035 mmol), Xantphos (4.1 mg, 0.014 mmol) and diisopropylethylamine (0.049 mL, 0.28 mmol) at room temperature. Purge the reaction mixture with nitrogen and heat the mixture at 100° C. overnight. Cool the reaction m... Run in O1CCOCC1 (dioxane). Yield: 97.6%. Conditions: temperature 100 celsius. The reagents and catalysts are C=1C=CC(=CC1)/C=C/C(=O)/C=C/C2=CC=CC=C2.C=1C=CC(=CC1)/C=C/C(=O)/C=C/C2=CC=CC=C2.C=1C=CC(=CC1)/C=C/C(=O)/C=C/C2=CC=CC=C2.[Pd].[Pd] (tris(dibenzylideneacetone)dipalladium(0)). Product: C(C)(C)(C)OC(=O)N1CCC2=C(CC1)C(=C(C=C2)Cl)CSC2=CC=C(C=C2)C=2N=C(SC2)NCC2CC2 (3-tert-butoxycarbonyl-7-chloro-6-{4-[2-(cyclopropylmethyl-amino)-thiazol-4-yl]-phenylthiomethyl}-2,3,4,5-tetrahydro-1H-benzo[d]azepine).